Dataset: the Open Reaction Database (ORD), a public repository of structured organic reaction records. Task: describe an organic reaction: reactants, conditions, products, and yield Reactants: [Na] (Sodium), CCN(C(C)C)C(C)C (DIPEA), OC(=O)C(F)(F)F.FC1=C(OC2CCN(CC2)C2=C(N=C3C(=N2)CNCC3)NC(C)C)C=CC(=C1)F (3-(4-(2,4-difluorophenoxyl)piperidin-1-yl)-N-isopropyl-5,6,7,8-tetrahydropyrido[3,4-b]pyrazin-2-amine TFA salt), C=O (formaldehyde). The solvent is CO (MeOH). Conditions: time 30 minute. Product: FC1=C(OC2CCN(CC2)C2=C(N=C3C(=N2)CN(CC3)C)NC(C)C)C=CC(=C1)F (3-(4-(2,4-difluorophenoxyl)piperidin-1-yl)-N-isopropyl-6-methyl-5,6,7,8-tetrahydropyrido[3,4-b]pyrazin-2-amine), C(=O)(C(F)(F)F)O (TFA). Isolated yield 372.0%. Reaction SMILES: [Na].[CH3:2]CN(C(C)C)C(C)C.[OH:11][C:12]([C:14]([F:17])([F:16])[F:15])=[O:13].[F:18][C:19]1[CH:45]=[C:44]([F:46])[CH:43]=[CH:42][C:20]=1[O:21][CH:22]1[CH2:27][CH2:26][N:25]([C:28]2[N:33]=[C:32]3[CH2:34][NH:35][CH2:36][CH2:37][C:31]3=[N:30][C:29]=2[NH:38][CH:39]([CH3:41])[CH3:40])[CH2:24][CH2:23]1.C=O>CO>[F:18][C:19]1[CH:45]=[C:44]([F:46])[CH:43]=[CH:42][C:20]=1[O:21][CH:22]1[CH2:23][CH2:24][N:25]([C:28]2[N:33]=[C:32]3[CH2:34][N:35]([CH3:2])[CH2:36][CH2:37][C:31]3=[N:30][C:29]=2[NH:38][CH:39]([CH3:41])[CH3:40])[CH2:26][CH2:27]1.[C:12]([OH:13])([C:14]([F:17])([F:16])[F:15])=[O:11] |f:2.3,^1:0|. Procedure details: Sodium triacetoxyhydroborate (12.3 mg, 0.058 mmol) was added to a solution of DIPEA (10 μL, 0.058 mmol), 3-(4-(2,4-difluorophenoxyl)piperidin-1-yl)-N-isopropyl-5,6,7,8-tetrahydropyrido[3,4-b]pyrazin-2-amine TFA salt (15.0 mg, 0.029 mmol) and formaldehyde (2 μL, 0.029 mmol) in MeOH (290 μL) at rt. After 30 min, the mixture was purified by HPLC Method A to give the title compound as a TFA salt (12.3 mg, 80%) as a yellow film. 1H NMR (400 MHz, methanol-d4) δ ppm 1.25 (d, J=6.6 Hz, 6H), 1.90-2.00 (m... Starting materials: CuBr, Br (HBr), C([O-])(O)=O.[Na+] (sodium bicarbonate), N (NH3), NC1=NNC2=NC(=C(C=C21)C2=CC=NC=C2)C2=CC=C(C=C2)F (3-Amino-6-(4-fluorophenyl)-5-(4-pyridyl)-1H-pyrazolo[3,4-b]pyridine), N(=O)[O-].[Na+] (NaNO2), Br (HBr). Reaction conditions: temperature 2.5 celsius, time 15 minute. Reported procedure: To a solution of 3-amino-6-(4-fluorophenyl)-5-(4-pyridyl)-1H-pyrazolo[3,4-b]pyridine (0.20 g, 0.7 mmol, obtained in example 70) in 48% HBr (1 mL) at 0° C., a solution of NaNO2 (0.05 g, 0.7 mmol) in water (0.1 mL) was added dropwise over a period of 15 minutes maintaining the temperature at 0-5° C. The mixture was stirred for 15 min at this temperature. Then, a solution of CuBr (0.24 g, 1.7 mmol) in 48% HBr (1 mL) was added slowly at 0° C. The resulting solution was stirred for 3 h at 0° C. It wa... The solvent is O (water). The product is BrC1=NNC2=NC(=C(C=C21)C2=CC=NC=C2)C2=CC=C(C=C2)F (3-Bromo-6-(4-fluorophenyl)-5-(4-pyridyl)-1H-pyrazolo[3,4-b]pyridine). Reaction SMILES: N[C:2]1[C:10]2[C:5](=[N:6][C:7]([C:17]3[CH:22]=[CH:21][C:20]([F:23])=[CH:19][CH:18]=3)=[C:8]([C:11]3[CH:16]=[CH:15][N:14]=[CH:13][CH:12]=3)[CH:9]=2)[NH:4][N:3]=1.N([O-])=O.[Na+].C(=O)(O)[O-].[Na+].N.[BrH:34]>O>[Br:34][C:2]1[C:10]2[C:5](=[N:6][C:7]([C:17]3[CH:22]=[CH:21][C:20]([F:23])=[CH:19][CH:18]=3)=[C:8]([C:11]3[CH:16]=[CH:15][N:14]=[CH:13][CH:12]=3)[CH:9]=2)[NH:4][N:3]=1 |f:1.2,3.4|. Yield: 21.0%.